From a dataset of the Open Reaction Database (ORD), a public repository of structured organic reaction records. describe an organic reaction: reactants, conditions, products, and yield Reactants: ClS(=O)(=O)O (Chlorosulfonic acid), C(C)(C)(C)C1=CC(=CC(=C1)C(C)(C)C)C(C)(C)C (1,3,5-tri-tert-butyl-benzene). Run in ice water. Reaction conditions: temperature 0 celsius, time 30 minute. The product is C(C)(C)(C)C=1C=C(C=C(C1)C(C)(C)C)S(=O)(=O)Cl (3,5-di-tert-butyl-benzenesulfonyl chloride). Isolated yield 50.0%. Reaction SMILES: [Cl:1][S:2]([OH:5])(=O)=[O:3].[C:6]([C:10]1[CH:15]=[C:14](C(C)(C)C)[CH:13]=[C:12]([C:20]([CH3:23])([CH3:22])[CH3:21])[CH:11]=1)([CH3:9])([CH3:8])[CH3:7]>>[C:6]([C:10]1[CH:15]=[C:14]([S:2]([Cl:1])(=[O:5])=[O:3])[CH:13]=[C:12]([C:20]([CH3:23])([CH3:22])[CH3:21])[CH:11]=1)([CH3:9])([CH3:8])[CH3:7]. Procedure details: Chlorosulfonic acid (4 mL) was added to 1,3,5-tri-tert-butyl-benzene (1.5 g, 6.1 mmol) which had been cooled to 0° C. After being stirred at 0° C. for 30 minutes, the mixture was warmed to room temperature and stirred for 1 hour. Then the mixture was poured into ice water (50 mL) and extracted with dichloromethane (20 mL×3). The combined organic layers were dried over sodium sulfate and concentrated in vacuo. The residue was purified by column chromatography (gradient elution: 0-20% ethyl acetat... The reactants are COc1ccccc1N1CCN(CCCl)CC1, CS(C)=O, [Cl-], [H-], [NH4+], [Na+], O=C(Nc1ccccn1)c1nc2ccccc2[nH]1. The product is COc1ccccc1N1CCN(CCn2c(C(=O)Nc3ccccn3)nc3ccccc32)CC1. As a reaction SMILES: [CH3:21][O:22][c:23]1[c:24]([N:29]2[CH2:30][CH2:31][N:32]([CH2:35][CH2:36][Cl:37])[CH2:33][CH2:34]2)[cH:25][cH:26][cH:27][cH:28]1.[CH3:40][S:41]([CH3:42])=[O:43].[Cl-:38].[H-:19].[NH4+:39].[Na+:20].[n:1]1[c:2]([NH:7][C:8](=[O:9])[c:10]2[nH:11][c:12]3[c:13]([n:14]2)[cH:15][cH:16][cH:17][cH:18]3)[cH:3][cH:4][cH:5][cH:6]1>>[n:1]1[c:2]([NH:7][C:8](=[O:9])[c:10]2[n:11]([CH2:36][CH2:35][N:32]3[CH2:31][CH2:30][N:29]([c:24]4[c:23]([O:22][CH3:21])[cH:28][cH:27][cH:26][cH:25]4)[CH2:34][CH2:33]3)[c:12]3[c:13]([n:14]2)[cH:15][cH:16][cH:17][cH:18]3)[cH:3][cH:4][cH:5][cH:6]1. The reactants are C(C)OC(CC1(OCCC2=C1NC1=C(C=C(C=C21)Br)CC)CC)=O ((6-bromo-1,8-diethyl-1,3,4,9-tetrahydro-pyrano[3,4-b]indol-1-yl)-acetic acid ethyl ester), solution, [BH4-].[Li+] (lithium borohydride). Solvent: O1CCCC1 (tetrahydrofuran), O1CCCC1 (tetrahydrofuran). Conditions: temperature 90 celsius. Product: BrC=1C=C2C3=C(NC2=C(C1)CC)C(OCC3)(CC)CCO (2-(6-Bromo-1,8-diethyl-1,3,4,9-tetrahydro-pyrano[3,4-b]indol-1-yl)-ethanol). The yield is 81.7%. RXN SMILES: C([O:3][C:4](=O)[CH2:5][C:6]1([CH2:22][CH3:23])[C:11]2[NH:12][C:13]3[C:18]([C:10]=2[CH2:9][CH2:8][O:7]1)=[CH:17][C:16]([Br:19])=[CH:15][C:14]=3[CH2:20][CH3:21])C.[BH4-].[Li+]>O1CCCC1>[Br:19][C:16]1[CH:17]=[C:18]2[C:13](=[C:14]([CH2:20][CH3:21])[CH:15]=1)[NH:12][C:11]1[C:6]([CH2:5][CH2:4][OH:3])([CH2:22][CH3:23])[O:7][CH2:8][CH2:9][C:10]2=1 |f:1.2|. Procedure details: To a solution of (6-bromo-1,8-diethyl-1,3,4,9-tetrahydro-pyrano[3,4-b]indol-1-yl)-acetic acid ethyl ester (5.2 g, 13.2 mmol) in tetrahydrofuran at room temperature under nitrogen was dropped a 2.0 M solution of lithium borohydride in tetrahydrofuran. The reaction mixture was heated at 90° C. (oil bath) for 5 hours. After cooling to room temperature, it was quenched with 5% hydrochloric acid solution until the excess lithium borohydride was destroyed. Water was added and the mixture extracted wit...